From a dataset of the Open Reaction Database (ORD), a public repository of structured organic reaction records. describe an organic reaction: reactants, conditions, products, and yield The reactants are O (water), ClC=1C(=C(C2=CC=CC=C2C1OC)OC)/C=C(/C(=O)O)\C ((E)-3-(3-chloro-1,4-dimethoxynaphthalen-2-yl)-2-methylpropenoic acid), Ag(II)O, Ag(II)O, [N+](=O)(O)[O-] (HNO3). The solvent is C(Cl)Cl (CH2Cl2), O1CCOCC1 (dioxane). Run at time 10 minute. The product is ClC1=C(C(C2=CC=CC=C2C1=O)=O)/C=C(/C(=O)O)\C ((E)-3-(3-chloro-1,4-naphthoquinon-2-yl)-2-methylpropenoic acid). Reaction SMILES: [Cl:1][C:2]1[C:3](/[CH:16]=[C:17](\[CH3:21])/[C:18]([OH:20])=[O:19])=[C:4]([O:14]C)[C:5]2[C:10]([C:11]=1[O:12]C)=[CH:9][CH:8]=[CH:7][CH:6]=2.[N+]([O-])(O)=O.O>O1CCOCC1.C(Cl)Cl>[Cl:1][C:2]1[C:11](=[O:12])[C:10]2[C:5](=[CH:6][CH:7]=[CH:8][CH:9]=2)[C:4](=[O:14])[C:3]=1/[CH:16]=[C:17](\[CH3:21])/[C:18]([OH:20])=[O:19]. Procedure details: Following a modified procedure by Snyder et al.,33 dimethoxynaphthalene 42a (0.146 g, 0.476 mmol) and Ag(II)O (0.434 g, 3.51 mmol) were combined in a 5 mL round bottom flask and suspended in dioxane (1.5 mL). To the black suspension was added 6 M HNO3 (1.0 mL, 6.0 mmol) at room temperature. The black Ag(II)O quickly dissolved with gas evolution resulting in a yellow solute with yellow precipitate. The reaction was stirred for 10 minutes at room temperature and TLC showed no starting material pre...